Dataset: the Open Reaction Database (ORD), a public repository of structured organic reaction records. Task: describe an organic reaction: reactants, conditions, products, and yield The reactants are COC=1C=C(C=CC1)CC(CCC(=O)OC(C)(C)C)[N+](=O)[O-] (tert-butyl 5-(3-methoxyphenyl)-4-nitrovalerate), Cl (hydrogen chloride), C(O)([O-])=O.[Na+] (sodium hydrogencarbonate), ice water, [Cl-].[Na+] (sodium chloride). The solvent is O1CCOCC1 (1,4-dioxane), O1CCOCC1 (1,4-dioxane). Run at time 3 day. The product is COC=1C=C(C=CC1)CC(CCC(=O)O)[N+](=O)[O-] (5-(3-methoxyphenyl)-4-nitrovaleric acid). Isolated yield 97.7%. As a reaction SMILES: [CH3:1][O:2][C:3]1[CH:4]=[C:5]([CH2:9][CH:10]([N+:20]([O-:22])=[O:21])[CH2:11][CH2:12][C:13]([O:15]C(C)(C)C)=[O:14])[CH:6]=[CH:7][CH:8]=1.Cl.[Cl-].[Na+].C(=O)([O-])O.[Na+]>O1CCOCC1>[CH3:1][O:2][C:3]1[CH:4]=[C:5]([CH2:9][CH:10]([N+:20]([O-:22])=[O:21])[CH2:11][CH2:12][C:13]([OH:15])=[O:14])[CH:6]=[CH:7][CH:8]=1 |f:2.3,4.5|. Reported procedure: To a solution of tert-butyl 5-(3-methoxyphenyl)-4-nitrovalerate (10.00 g) in 1,4-dioxane (10 ml) was added 4N hydrogen chloride in 1,4-dioxane (17.8 ml) in an ice bath. After stirring for 3 days at ambient temperature, ice water (60 ml) and sodium chloride (6 g) was added to the solution. The pH of the solution was adjusted to 9.5 with an aqueous saturated sodium hydrogencarbonate solution and the solution was washed with ethyl acetate. After the pH of the solution was adjusted to 1 with 6N hydr... The reactants are FC(C=1SC=C(N1)C(=O)OCC)(F)F (ethyl 2-(trifluoromethyl)thiazole-4-carboxylate), [H-].[H-].[H-].[H-].[Li+].[Al+3] (LiAlH4). The solvent is C1CCOC1 (THF). Conditions: time 1 hour. Yields the product FC(C=1SC=C(N1)CO)(F)F ((2-(trifluoromethyl)thiazol-4-yl)methanol). The yield is 56.0%. RXN SMILES: [F:1][C:2]([F:14])([F:13])[C:3]1[S:4][CH:5]=[C:6]([C:8](OCC)=[O:9])[N:7]=1.[H-].[H-].[H-].[H-].[Li+].[Al+3]>C1COCC1>[F:14][C:2]([F:1])([F:13])[C:3]1[S:4][CH:5]=[C:6]([CH2:8][OH:9])[N:7]=1 |f:1.2.3.4.5.6|. Procedure: To a stirring solution of ethyl 2-(trifluoromethyl)thiazole-4-carboxylate (1.0 g, 4.44 mmol) in THF (10 ml) was added LiAlH4 (0.169 g, 4.44 mmol) at 0-10° C. and stirred for 1 h at RT. Reaction mixture was cooled and quenched with saturated sodium sulfate solution till precipitates observed. Precipitates obtained were filtered and filtrate was evaporated to get desired product in 56% yield. Starting materials: [Cl-].[Al+3].[Cl-].[Cl-] (aluminum chloride), [H-].[Al+3].[Li+].[H-].[H-].[H-] (lithium aluminum hydride), C(#N)CCC1CC2C=3C(=CN(C(C3C1)OC)OC)OCC2 (5-cyanoethyl-1,2,3a,4,5,6-hexahydro-7,8-dimethoxypyrano[2,3,4-de]isoquinoline), [OH-].[K+] (KOH), nitrile. The solvent is CCOCC (ether), CCOCC (ether), CCOCC (ether), O (water), O1CCCC1 (tetrahydrofuran), O (water). Run at time 0.5 hour. The product is Cl.Cl.NCCCC1CC2C=3C(=CN(C(C3C1)OC)OC)OCC2 (5-(3-Aminopropyl)-1,2,3a,4,5,6-hexahydro-7,8-dimethoxypyrano[2,3,4-de]isoquinoline dihydrochloride). As a reaction SMILES: [Cl-:1].[Al+3].[Cl-].[Cl-].[H-].[Al+3].[Li+].[H-].[H-].[H-].[C:11]([CH2:13][CH2:14][CH:15]1[CH2:24][C:23]2[CH:22]([O:25][CH3:26])[N:21]([O:27][CH3:28])[CH:20]=[C:19]3[O:29][CH2:30][CH2:31][CH:17]([C:18]=23)[CH2:16]1)#[N:12].[OH-].[K+]>CCOCC.O1CCCC1.O>[ClH:1].[ClH:1].[NH2:12][CH2:11][CH2:13][CH2:14][CH:15]1[CH2:24][C:23]2[CH:22]([O:25][CH3:26])[N:21]([O:27][CH3:28])[CH:20]=[C:19]3[O:29][CH2:30][CH2:31][CH:17]([C:18]=23)[CH2:16]1 |f:0.1.2.3,4.5.6.7.8.9,11.12,16.17.18|. Procedure details: A solution of aluminum chloride (5.6 g) in anhydrous ether (80 ml) is added dropwise to a stirred suspension of lithium aluminum hydride (1.6 g) in anhydrous ether (80 ml). The mixture is stirred at room temperature for 0.5 hr. and then a solution of the nitrile, 5-cyanoethyl-1,2,3a,4,5,6-hexahydro-7,8-dimethoxypyrano[2,3,4-de]isoquinoline (7 g), described in Example 61, in anhydrous ether (100 ml) is added dropwise during 2 hr. The mixture is heated under reflux for 2 hr. and then cooled (ice b... Reactants: C(C)(C)(C)OC(=O)N1CC(N(CC1)C1=NC=NC=C1OC)C (1-(t-butoxycarbonyl)-4-(5-methoxy-4-pyrimidinyl)-3-methylpiperazine), FC(C(=O)O)(F)F (trifluoroacetic acid). The solvent is C(Cl)Cl (CH2Cl2), CCOCC (ether). The product is COC=1C(=NC=NC1)N1C(CNCC1)C (1-(5-Methoxy-4-pyrimidinyl)-2-methylpiperazine). Yield: 91.5%. Reaction SMILES: C(OC([N:8]1[CH2:13][CH2:12][N:11]([C:14]2[C:19]([O:20][CH3:21])=[CH:18][N:17]=[CH:16][N:15]=2)[CH:10]([CH3:22])[CH2:9]1)=O)(C)(C)C.FC(F)(F)C(O)=O>C(Cl)Cl.CCOCC>[CH3:21][O:20][C:19]1[C:14]([N:11]2[CH2:12][CH2:13][NH:8][CH2:9][CH:10]2[CH3:22])=[N:15][CH:16]=[N:17][CH:18]=1. Procedure: A solution of 1-(t-butoxycarbonyl)-4-(5-methoxy-4-pyrimidinyl)-3-methylpiperazine (1.70 g, 4.2 mmol) and trifluoroacetic acid (5 mL) in 50 mL of CH2Cl2 was stirred at r.t. under Ar for 18 h. The solution was evaporated, the residue was taken up in water and the mixture was basified (pH8) with 15% aqueous NaOH. The resulting (pH 8) mixture was extracted with ethyl acetate and the organic phase was washed (H2O, brine), dried (Na2SO4) and evaporated to give a semi-solid. This material was taken up ... Reactants: C(C)(C)(C)C=1C=C(OCCCCC#N)C=C(C1)C(C)(C)C (5-(3,5-di-t-butylphenoxy)pentanenitrile), [N-]=[N+]=[N-].[Na+] (sodium azide), [Cl-].[NH4+] (ammonium chloride), [Cl-].[Li+] (lithium chloride), nitrile, [Cl-].[NH4+] (ammonium chloride), [N-]=[N+]=[N-].[Na+] (sodium azide). Run in CN(C=O)C (dimethylformamide), O (water). Run at temperature 120 celsius. Product: C(C)(C)(C)C=1C=C(OCCCCC2=NN=NN2)C=C(C1)C(C)(C)C (5-[4-(3,5-Di-t-butylphenoxy)butyl]tetrazole). The yield is 18.2%. As a reaction SMILES: [C:1]([C:5]1[CH:6]=[C:7]([CH:15]=[C:16]([C:18]([CH3:21])([CH3:20])[CH3:19])[CH:17]=1)[O:8][CH2:9][CH2:10][CH2:11][CH2:12][C:13]#[N:14])([CH3:4])([CH3:3])[CH3:2].[N-:22]=[N+:23]=[N-:24].[Na+].[Cl-].[NH4+].[Cl-].[Li+]>O.CN(C)C=O>[C:1]([C:5]1[CH:6]=[C:7]([CH:15]=[C:16]([C:18]([CH3:21])([CH3:20])[CH3:19])[CH:17]=1)[O:8][CH2:9][CH2:10][CH2:11][CH2:12][C:13]1[NH:24][N:23]=[N:22][N:14]=1)([CH3:4])([CH3:3])[CH3:2] |f:1.2,3.4,5.6|. Procedure: A mixture containing 2.87 g (0.10 mole) of 5-(3,5-di-t-butylphenoxy)pentanenitrile, 1.95 g (0.03 mole) sodium azide, 1.60 g (0.03 mole) ammonium chloride, 0.42 g (0.01 mole) lithium chloride and 25 ml of dimethylformamide was heated at 120° C. in a stoppered flask for about sixteen hours. Analysis of the reaction mixture by high pressure liquid chromatography revealed that the reaction still contained nitrile. The reaction was recharged with 1.95 g of sodium azide and 1.60 g of ammonium chloride... Reactants: C(CCCCCCCCCCCCCCCCCCCCC)(=O)O (docosanoic acid), C(C(=O)Cl)(=O)Cl (Oxalyl chloride), C1=CC=CC=C1 (benzene). Product: C(CCCCCCCCCCCCCCCCCCCCC)(=O)OCC1CC1 (cyclopropylmethyl docosanoate). As a reaction SMILES: [C:1]([OH:24])(=[O:23])[CH2:2][CH2:3][CH2:4][CH2:5][CH2:6][CH2:7][CH2:8][CH2:9][CH2:10][CH2:11][CH2:12][CH2:13][CH2:14][CH2:15][CH2:16][CH2:17][CH2:18][CH2:19][CH2:20][CH2:21][CH3:22].C(Cl)(=O)C(Cl)=O.[CH:31]1[CH:36]=[CH:35][CH:34]=CC=1>>[C:1]([O:24][CH2:34][CH:35]1[CH2:31][CH2:36]1)(=[O:23])[CH2:2][CH2:3][CH2:4][CH2:5][CH2:6][CH2:7][CH2:8][CH2:9][CH2:10][CH2:11][CH2:12][CH2:13][CH2:14][CH2:15][CH2:16][CH2:17][CH2:18][CH2:19][CH2:20][CH2:21][CH3:22]. Procedure: In a 500 ml. flask is stirred 3.2 g. of docosanoic acid in 250 ml. of dry benzene until most of acid dissolves. Oxalyl chloride (3.5 g.) is added and mixture stirred for 2 hours at room temperature under nitrogen. Solvent is removed in vacuo and fresh benzene added and 1.3 g. of cyclopropylmethyl alcohol. The reaction product is worked up by washing with water and brine, drying over calcium sulfate and evaporation of solvent to yield cyclopropylmethyl docosanoate m.p. 44°, which can be further p... Starting materials: O=C1C=C(Br)CCC1, COc1ccccc1B(O)O. Product: COc1ccccc1C1=CC(=O)CCC1. Reaction SMILES: [Br:1][C:2]1=[CH:3][C:4](=[O:8])[CH2:5][CH2:6][CH2:7]1.[CH3:9][O:10][c:11]1[c:12]([B:17]([OH:18])[OH:19])[cH:13][cH:14][cH:15][cH:16]1>>[C:2]1([c:12]2[c:11]([O:10][CH3:9])[cH:16][cH:15][cH:14][cH:13]2)=[CH:3][C:4](=[O:8])[CH2:5][CH2:6][CH2:7]1.